This data is from the Open Reaction Database (ORD), a public repository of structured organic reaction records. The task is: describe an organic reaction: reactants, conditions, products, and yield Product: CC=1C=CC=2OCC(NC2N1)=O (6-Methyl-4H-pyrido[3,2-b][1,4]oxazin-3-one). Solvent: CC(CC)=O (2-butanone), CC(CC)=O (2-butanone). Reaction SMILES: [NH2:1][C:2]1[C:7]([OH:8])=[CH:6][CH:5]=[C:4]([CH3:9])[N:3]=1.C(=O)(O)[O-].[Na+].O.Cl[CH2:17][C:18](Cl)=[O:19]>CC(=O)CC>[CH3:9][C:4]1[CH:5]=[CH:6][C:7]2[O:8][CH2:17][C:18](=[O:19])[NH:1][C:2]=2[N:3]=1 |f:1.2|. Conditions: time 30 minute. The reactants are NC1=NC(=CC=C1O)C (2-amino-6-methyl-pyridin-3-ol), C([O-])(O)=O.[Na+] (sodium bicarbonate), O (H2O), ClCC(=O)Cl (chloroacetyl chloride). Yield: 79.0%. Reported procedure: To a suspension of 2-amino-6-methyl-pyridin-3-ol (18.3 g, 148 mmol), sodium bicarbonate (30 g, 354 mmol), H2O (100 mL), and 2-butanone (100 mL) in an ice-water bath was added a solution of chloroacetyl chloride (13.3 mL. 167 mmol) in 2-butanone (30 mL) over 1.5 h, controlling the temperature below 10 ° C. After the addition was complete, the ice-water bath was removed and the mixture was stirred at ambient temperature for 30 minutes, followed by refluxing for 1.5 h. The solvents were evaporated,... Starting materials: Oc1ccc(Sc2ccc(Cl)cc2)cc1Br, O=C([O-])[O-], CN(C)C=O, ClCC=C(Cl)Cl, [K+], [K+]. Yields the product ClC(Cl)=CCOc1ccc(Sc2ccc(Cl)cc2)cc1Br. As a reaction SMILES: [Br:1][c:2]1[c:3]([OH:16])[cH:4][cH:5][c:6]([S:8][c:9]2[cH:10][cH:11][c:12]([Cl:15])[cH:13][cH:14]2)[cH:7]1.[C:17](=[O:18])([O-:19])[O-:20].[CH3:29][N:30]([CH3:31])[CH:32]=[O:33].[Cl:23][C:24](=[CH:25][CH2:26][Cl:27])[Cl:28].[K+:21].[K+:22]>>[Br:1][c:2]1[c:3]([O:16][CH2:26][CH:25]=[C:24]([Cl:23])[Cl:28])[cH:4][cH:5][c:6]([S:8][c:9]2[cH:10][cH:11][c:12]([Cl:15])[cH:13][cH:14]2)[cH:7]1. RXN SMILES: [Br:12][CH2:13][CH2:14][C:15](=[O:16])[O-:17].[CH3:19][N:20]([CH3:21])[CH:22]=[O:23].[H-:1].[Na+:2].[OH2:18].[OH:3][c:4]1[cH:5][cH:6][c:7]([Cl:8])[cH:9][c:10]1[Cl:11]>>[O:3]([c:4]1[cH:5][cH:6][c:7]([Cl:8])[cH:9][c:10]1[Cl:11])[CH2:14][C:15](=[O:16])[OH:17]. The reactants are O=C([O-])CCBr, CN(C)C=O, [H-], [Na+], O, Oc1ccc(Cl)cc1Cl. Yields the product O=C(O)COc1ccc(Cl)cc1Cl. The reactants are N#Cc1ccc(F)cc1OCc1ccccc1, CCO, NN, O. Product: N#Cc1ccc(NN)cc1OCc1ccccc1. RXN SMILES: [CH2:1]([c:2]1[cH:3][cH:4][cH:5][cH:6][cH:7]1)[O:8][c:9]1[c:10]([C:11]#[N:12])[cH:13][cH:14][c:15]([F:17])[cH:16]1.[CH3:21][CH2:22][OH:23].[NH2:19][NH2:20].[OH2:18]>>[CH2:1]([c:2]1[cH:3][cH:4][cH:5][cH:6][cH:7]1)[O:8][c:9]1[c:10]([C:11]#[N:12])[cH:13][cH:14][c:15]([NH:19][NH2:20])[cH:16]1.